From a dataset of the Open Reaction Database (ORD), a public repository of structured organic reaction records. describe an organic reaction: reactants, conditions, products, and yield The reactants are C(C1=CC=CC=C1)N1CCC(CC1)N1C(NC=C2CC=CC=C12)=O (1-benzyl-4-[3,5-dihydro-2(1H)-quinazolinon-1-yl]-piperidine), [H][H] (Hydrogen), Cl (hydrochloric acid), O (water). The reagents and catalysts are [Pd] (Pd-C). Run in CO (methanol). Reaction conditions: temperature 40 celsius. Yields the product N1(C(NCC2=CC=CC=C12)=O)C1CCNCC1 (4-[3,4-Dihydro-2(1H)-quinazolinon-1-yl]-piperidine). Isolated yield 44.3%. Reaction SMILES: C([N:8]1[CH2:13][CH2:12][CH:11]([N:14]2[C:23]3[C:18]([CH2:19][CH:20]=[CH:21][CH:22]=3)=[CH:17][NH:16][C:15]2=[O:24])[CH2:10][CH2:9]1)C1C=CC=CC=1.Cl.O.[H][H]>[Pd].CO>[N:14]1([CH:11]2[CH2:12][CH2:13][NH:8][CH2:9][CH2:10]2)[C:23]2[C:18](=[CH:19][CH:20]=[CH:21][CH:22]=2)[CH2:17][NH:16][C:15]1=[O:24]. Procedure: In this reference example, 16.0 g of 1-benzyl-4-[3,5-dihydro-2(1H)-quinazolinon-1-yl]-piperidine, 4.0 g of 10% Pd-C, 50 ml of 1 N hydrochloric acid, 150 ml of water and 300 ml of methanol are mixed and stirred at 40° C. Hydrogen gas is introduced to the mixture for 5 hours with stirring. Then, the Pd-C is removed by filtration and the filtrate is concentrated. The white crystalline residue is dissolved in 50 ml of water. The solution is adjusted to pH 10 with aqueous 5 N sodium hydroxide and ext... Procedure: A solution of 0.40 g of 5-(3,4-dimethoxyphenyl)-2-{1-[(5-hydroxy-2-methylphenyl)carbonyl]piperidin-4-yl}-4,4-dimethyl-2,4-dihydro-3H-pyrazol-3-one (compound described in example 85) and 0.41 g 2-(bromomethyl)-1,3-dichlorobenzene in 5 ml ethanol is treated with 0.17 ml 10n aqueous sodium hydroxide solution and stirred under a blanket of nitrogen for about 6 h at 80° C. until the reaction is completed largely according to TLC analysis. The solvent is evaporated under reduced pressure, and the resu... Reaction SMILES: [CH3:1][O:2][C:3]1[CH:4]=[C:5]([C:11]2[C:12]([CH3:34])([CH3:33])[C:13](=[O:32])[N:14]([CH:16]3[CH2:21][CH2:20][N:19]([C:22]([C:24]4[CH:29]=[C:28]([OH:30])[CH:27]=[CH:26][C:25]=4[CH3:31])=[O:23])[CH2:18][CH2:17]3)[N:15]=2)[CH:6]=[CH:7][C:8]=1[O:9][CH3:10].Br[CH2:36][C:37]1[C:42]([Cl:43])=[CH:41][CH:40]=[CH:39][C:38]=1[Cl:44].[OH-].[Na+]>C(O)C>[Cl:43][C:42]1[CH:41]=[CH:40][CH:39]=[C:38]([Cl:44])[C:37]=1[CH2:36][O:30][C:28]1[CH:27]=[CH:26][C:25]([CH3:31])=[C:24]([C:22]([N:19]2[CH2:20][CH2:21][CH:16]([N:14]3[C:13](=[O:32])[C:12]([CH3:34])([CH3:33])[C:11]([C:5]4[CH:6]=[CH:7][C:8]([O:9][CH3:10])=[C:3]([O:2][CH3:1])[CH:4]=4)=[N:15]3)[CH2:17][CH2:18]2)=[O:23])[CH:29]=1 |f:2.3|. Yields the product ClC1=C(COC=2C=CC(=C(C2)C(=O)N2CCC(CC2)N2N=C(C(C2=O)(C)C)C2=CC(=C(C=C2)OC)OC)C)C(=CC=C1)Cl (2-[1-({5-[(2,6-Dichlorobenzyl)oxy]-2-methylphenyl}carbonyl)piperidin-4-yl]-5-(3,4-dimethoxyphenyl)-4,4-dimethyl-2,4-dihydro-3H-pyrazol-3-one). Solvent: C(C)O (ethanol). Run at temperature 80 celsius, time 6 hour. Starting materials: COC=1C=C(C=CC1OC)C=1C(C(N(N1)C1CCN(CC1)C(=O)C1=C(C=CC(=C1)O)C)=O)(C)C (5-(3,4-dimethoxyphenyl)-2-{1-[(5-hydroxy-2-methylphenyl)carbonyl]piperidin-4-yl}-4,4-dimethyl-2,4-dihydro-3H-pyrazol-3-one), BrCC1=C(C=CC=C1Cl)Cl (2-(bromomethyl)-1,3-dichlorobenzene), 10n, [OH-].[Na+] (sodium hydroxide).